This data is from the Open Reaction Database (ORD), a public repository of structured organic reaction records. The task is: describe an organic reaction: reactants, conditions, products, and yield The product is ClC1=C(C=CC=C1)\C(=C/C(=O)N1CCN(CC1)C(C1=CC(=C(C(=C1)OC)O)OC)=O)\C1=CC=C(C=C1)OC (1-[(Z)-3-(2-Chlorophenyl)-3-(4-methoxyphenyl)acryloyl]-4-(3,5-dimethoxy-4-hydroxybenzoyl)piperazine). As a reaction SMILES: [Cl:1][C:2]1[CH:7]=[CH:6][CH:5]=[CH:4][C:3]=1/[C:8](/[C:34]1[CH:39]=[CH:38][C:37]([O:40][CH3:41])=[CH:36][CH:35]=1)=[CH:9]\[C:10]([N:12]1[CH2:17][CH2:16][N:15]([C:18](=[O:33])[C:19]2[CH:24]=[C:23]([O:25][CH3:26])[C:22]([O:27]C(=O)C)=[C:21]([O:31][CH3:32])[CH:20]=2)[CH2:14][CH2:13]1)=[O:11].C(=O)([O-])[O-].[K+].[K+].O>CO>[Cl:1][C:2]1[CH:7]=[CH:6][CH:5]=[CH:4][C:3]=1/[C:8](/[C:34]1[CH:35]=[CH:36][C:37]([O:40][CH3:41])=[CH:38][CH:39]=1)=[CH:9]\[C:10]([N:12]1[CH2:17][CH2:16][N:15]([C:18](=[O:33])[C:19]2[CH:24]=[C:23]([O:25][CH3:26])[C:22]([OH:27])=[C:21]([O:31][CH3:32])[CH:20]=2)[CH2:14][CH2:13]1)=[O:11] |f:1.2.3|. Solvent: CO (methanol). Procedure: To a solution of a compound of Example 91 (0.500 g) in methanol (20 ml) was added an aqueous solution saturated with potassium carbonate (10 ml), and the resulting mixture was stirred at room temperature for an hour. The reaction mixture was poured into water and extracted thrice with methylenechloride. The combined extract was washed with water, dried and concentrated. The residue was purified by liquid chromatography under medium pressure through two Lobar B columns. Fractions eluted with a 19... Yield: 100.1%. The reactants are ClC1=C(C=CC=C1)\C(=C/C(=O)N1CCN(CC1)C(C1=CC(=C(C(=C1)OC)OC(C)=O)OC)=O)\C1=CC=C(C=C1)OC (1-[(Z)-3-(2-Chlorophenyl)-3-(4-methoxyphenyl)acryloyl]-4-(4-acetoxy-3,5-dimethoxybenzoyl)piperazine), C([O-])([O-])=O.[K+].[K+] (potassium carbonate), O (water). The reactants are BrC1=C(C=C(C=C1)OC)OC (1-bromo-2,4-dimethoxybenzene), C(C)(C)(C)OC(=O)N1CCNCCC1 ([1,4]diazepane-1-carboxylic acid tert-butyl ester), CC(C)(C)[O-].[K+] (t-BuOK), allylchloro[1,3-(2,6-di-isopropylphenyl)imidazol-2-ylidene]palladium (II). Run in COCCOC (DME). Reaction conditions: temperature 60 celsius, time 8 hour. The product is C(C)(C)(C)OC(=O)N1CCN(CCC1)C1=C(C=C(C=C1)OC)OC (4-(2,4-Dimethoxyphenyl)-[1,4]diazepane-1-carboxylic Acid Tert-butyl Ester). Isolated yield 44.8%. RXN SMILES: Br[C:2]1[CH:7]=[CH:6][C:5]([O:8][CH3:9])=[CH:4][C:3]=1[O:10][CH3:11].[C:12]([O:16][C:17]([N:19]1[CH2:25][CH2:24][CH2:23][NH:22][CH2:21][CH2:20]1)=[O:18])([CH3:15])([CH3:14])[CH3:13].CC([O-])(C)C.[K+]>COCCOC>[C:12]([O:16][C:17]([N:19]1[CH2:25][CH2:24][CH2:23][N:22]([C:2]2[CH:7]=[CH:6][C:5]([O:8][CH3:9])=[CH:4][C:3]=2[O:10][CH3:11])[CH2:21][CH2:20]1)=[O:18])([CH3:15])([CH3:13])[CH3:14] |f:2.3|. Procedure: A mixture of 1-bromo-2,4-dimethoxybenzene (433 mg, 1.99 mmol, 1 equiv), [1,4]diazepane-1-carboxylic acid tert-butyl ester (400 mg, 1.99 mmol, 1 equiv), t-BuOK (313.7 mg, 2.79 mmol, 1.4 equiv) and allylchloro[1,3-(2,6-di-isopropylphenyl)imidazol-2-ylidene]palladium (II) (Nolan's catalyst, 11.4 mg, 0.02 mmol, 0.01 equiv) in 4 mL of DME was degassed with compressed nitrogen gas for 5 min. The resulting mixture was stirred at 60° C. overnight and cooled down to room temperature. EtOAc (˜30 mL) was a... The reactants are C(CCC)OC(=O)C=1N=CC2=CC(=CC=C2C1O)OC1=CC=C(C=C1)OC (7-(4-methoxy-phenoxy)-4-hydroxy-isoquinoline-3-carboxylic acid butyl ester), N[C@@H](C)C(=O)O (L-alanine). The product is OC1=C(N=CC2=CC(=CC=C12)OC1=CC=C(C=C1)OC)C(=O)N[C@H](C(=O)O)C (2-(S)-{[4-Hydroxy-7-(4-methoxy-phenoxy)-isoquinoline-3-carbonyl]-amino}-propionic acid). As a reaction SMILES: C(O[C:6]([C:8]1[N:9]=[CH:10][C:11]2[C:16]([C:17]=1[OH:18])=[CH:15][CH:14]=[C:13]([O:19][C:20]1[CH:25]=[CH:24][C:23]([O:26][CH3:27])=[CH:22][CH:21]=1)[CH:12]=2)=[O:7])CCC.[NH2:28][C@H:29]([C:31]([OH:33])=[O:32])[CH3:30]>>[OH:18][C:17]1[C:16]2[C:11](=[CH:12][C:13]([O:19][C:20]3[CH:25]=[CH:24][C:23]([O:26][CH3:27])=[CH:22][CH:21]=3)=[CH:14][CH:15]=2)[CH:10]=[N:9][C:8]=1[C:6]([NH:28][C@@H:29]([CH3:30])[C:31]([OH:33])=[O:32])=[O:7]. Procedure: Prepared in analogy to Example A-63 g) from 7-(4-methoxy-phenoxy)-4-hydroxy-isoquinoline-3-carboxylic acid butyl ester (of Example of A-66 a) and L-alanine. MS-(−)-ion: M−1=381.13.